Dataset: the Open Reaction Database (ORD), a public repository of structured organic reaction records. Task: describe an organic reaction: reactants, conditions, products, and yield The reactants are O=C([O-])[O-], CN(C)C=O, N#Cc1ccc(F)cc1Cl, FC(F)(F)c1cc[nH]n1, [K+], [K+], O. Yields the product N#Cc1ccc(-c2c[nH]nc2C(F)(F)F)cc1Cl. Reaction SMILES: [C:20](=[O:21])([O-:22])[O-:23].[CH3:27][N:28]([CH3:29])[CH:30]=[O:31].[Cl:10][c:11]1[c:12]([C:13]#[N:14])[cH:15][cH:16][c:17]([F:19])[cH:18]1.[F:1][C:2]([c:3]1[n:4][nH:5][cH:6][cH:7]1)([F:8])[F:9].[K+:24].[K+:25].[OH2:26]>>[F:1][C:2]([c:3]1[n:4][nH:5][cH:6][c:7]1-[c:17]1[cH:16][cH:15][c:12]([C:13]#[N:14])[c:11]([Cl:10])[cH:18]1)([F:8])[F:9].